From a dataset of the Open Reaction Database (ORD), a public repository of structured organic reaction records. describe an organic reaction: reactants, conditions, products, and yield The reactants are COC(C1=CC(=CC=C1)NC(CN1C(N(C2=C(C(=N1)C1CCCCC1)C=CC=C2)CC(C(C)(C)C)=O)=O)=O)=O (3-{2-[5-Cyclohexyl-1-(3,3-dimethyl-2-oxo-butyl)-2-oxo-1,2-dihydro-3H-1,3,4-benzotriazepin-3-yl]-acetylamino}-benzoic acid methyl ester), C(C)(C)(C)OC(N(C)CCN(C)C1=CC(=CC=C1)N)=O ({2-[(3-amino-phenyl)-methyl-amino]-ethyl}-methyl-carbamic acid tert-butyl ester). The product is C(C)(C)(C)OC(N(C)C1=CC(=CC=C1)NC(CN1C(N(C2=C(C(=N1)C1CCCCC1)C=CC=C2)CC(C(C)(C)C)=O)=O)=O)=O ((3-{2-[5-cyclohexyl-1-(3,3-dimethyl-2-oxo-butyl)-2-oxo-1,2-dihydro-3H-1,3,4-benzotriazepin-3-yl]-acetylamino}-phenyl)-methyl-carbamic acid tert-butyl ester). As a reaction SMILES: COC(=O)[C:4]1[CH:9]=[CH:8][CH:7]=[C:6]([NH:10][C:11](=[O:38])[CH2:12][N:13]2[N:19]=[C:18]([CH:20]3[CH2:25][CH2:24][CH2:23][CH2:22][CH2:21]3)[C:17]3[CH:26]=[CH:27][CH:28]=[CH:29][C:16]=3[N:15]([CH2:30][C:31](=[O:36])[C:32]([CH3:35])([CH3:34])[CH3:33])[C:14]2=[O:37])[CH:5]=1.[C:40]([O:44][C:45](=[O:59])[N:46](CCN(C1C=CC=C(N)C=1)C)[CH3:47])([CH3:43])([CH3:42])[CH3:41]>>[C:40]([O:44][C:45](=[O:59])[N:46]([C:4]1[CH:9]=[CH:8][CH:7]=[C:6]([NH:10][C:11](=[O:38])[CH2:12][N:13]2[N:19]=[C:18]([CH:17]3[CH2:16][CH2:29][CH2:28][CH2:27][CH2:26]3)[C:20]3[CH:21]=[CH:22][CH:23]=[CH:24][C:25]=3[N:15]([CH2:30][C:31](=[O:36])[C:32]([CH3:34])([CH3:35])[CH3:33])[C:14]2=[O:37])[CH:5]=1)[CH3:47])([CH3:43])([CH3:42])[CH3:41]. Reported procedure: The title compound was obtained by the method used in the preparation of 3-{2-[5-cyclohexyl-1-(3,3-dimethyl-2-oxo-butyl)-2-oxo-1,2-dihydro-3H-1,3,4-benzotriazepin-3-yl]-acetylamino}-benzoic acid methyl ester (Example 1), except that {2-[(3-amino-phenyl)-methyl-amino]-ethyl}-methyl-carbamic acid tert-butyl ester (prepared in three steps from 3-fluoro-1-nitrobenzene and N,N′-dimethylethylenediamine) was used instead of 3-amino-benzoic acid methyl ester in step e, followed by reaction of the produc... The reactants are C[Si](C)(C)C[Mg]Cl (trimethylsilylmethylmagnesium chloride), C1(CCCC1)[Mg]Br (cyclopentylmagnesium bromide), FC1=C(C=C(C=C1)OC)C=1C(=CC(=CC1)OCC1=CC=C(C=C1)OC)C=O (2′-fluoro-5′-methoxy-4-((4-methoxybenzyl)oxy)biphenyl-2-carbaldehyde), [Cl-].[NH4+] (ammonium chloride), [Cl-].[Li+] (lithium chloride). The reagents and catalysts are [Cl-].[Zn+2].[Cl-] (zinc chloride). Solvent: C(C)OCC (diethyl ether), C1CCOC1 (THF), C1CCOC1 (THF), C1CCOC1 (THF). Conditions: time 15 minute. Yields the product C1(CCCC1)C(O)C1=C(C=CC(=C1)OCC1=CC=C(C=C1)OC)C1=C(C=CC(=C1)OC)F (cyclopentyl(2′-fluoro-5′-methoxy-4-((4-methoxybenzyl)oxy)biphenyl-2-yl)methanol). Reaction SMILES: [Cl-].[Li+].C[Si](C[Mg]Cl)(C)C.[CH:10]1([Mg]Br)[CH2:14][CH2:13][CH2:12][CH2:11]1.[F:17][C:18]1[CH:23]=[CH:22][C:21]([O:24][CH3:25])=[CH:20][C:19]=1[C:26]1[C:27]([CH:42]=[O:43])=[CH:28][C:29]([O:32][CH2:33][C:34]2[CH:39]=[CH:38][C:37]([O:40][CH3:41])=[CH:36][CH:35]=2)=[CH:30][CH:31]=1.[Cl-].[NH4+]>C(OCC)C.C1COCC1.[Cl-].[Zn+2].[Cl-]>[CH:10]1([CH:42]([C:27]2[CH:28]=[C:29]([O:32][CH2:33][C:34]3[CH:35]=[CH:36][C:37]([O:40][CH3:41])=[CH:38][CH:39]=3)[CH:30]=[CH:31][C:26]=2[C:19]2[CH:20]=[C:21]([O:24][CH3:25])[CH:22]=[CH:23][C:18]=2[F:17])[OH:43])[CH2:14][CH2:13][CH2:12][CH2:11]1 |f:0.1,5.6,9.10.11|. Reported procedure: To a mixture of zinc chloride (34 mg), lithium chloride (117 mg) and THF (1 mL) was added a solution (1 M, 0.49 mL) of trimethylsilylmethylmagnesium chloride in diethyl ether, and the mixture was stirred at room temperature for 15 min. To the reaction mixture was added a solution (1 M, 2.7 mL) of cyclopentylmagnesium bromide in THF, and the mixture was stirred at room temperature for 45 min. To the reaction mixture was added a solution of 2′-fluoro-5′-methoxy-4-((4-methoxybenzyl)oxy)biphenyl-2-c... Starting materials: CC(C)Cn1c(N2CCNC(C)C2)nc2c(N3CCOCC3)nc(-c3cnc(N)nc3)nc21, ClCCl, [Na+], C1CCOC1, [OH-]. Product: CC(C)Cn1c(N2CCN(C=O)C(C)C2)nc2c(N3CCOCC3)nc(-c3cnc(N)nc3)nc21. RXN SMILES: [CH2:1]([CH:2]([CH3:3])[CH3:4])[n:5]1[c:6]2[n:7][c:8](-[c:27]3[cH:28][n:29][c:30]([NH2:33])[n:31][cH:32]3)[n:9][c:10]([N:21]3[CH2:22][CH2:23][O:24][CH2:25][CH2:26]3)[c:11]2[n:12][c:13]1[N:14]1[CH2:15][CH:16]([CH3:20])[NH:17][CH2:18][CH2:19]1.[CH2:41]([Cl:42])[Cl:43].[Na+:40].[O:34]1[CH2:35][CH2:38][CH2:37][CH2:36]1.[OH-:39]>>[CH2:1]([CH:2]([CH3:3])[CH3:4])[n:5]1[c:6]2[n:7][c:8](-[c:27]3[cH:28][n:29][c:30]([NH2:33])[n:31][cH:32]3)[n:9][c:10]([N:21]3[CH2:22][CH2:23][O:24][CH2:25][CH2:26]3)[c:11]2[n:12][c:13]1[N:14]1[CH2:15][CH:16]([CH3:20])[N:17]([CH:35]=[O:34])[CH2:18][CH2:19]1.